This data is from the Open Reaction Database (ORD), a public repository of structured organic reaction records. The task is: describe an organic reaction: reactants, conditions, products, and yield Procedure details: Thionyl chloride (0.287 mL, 3.93 mmol) was added to a solution of (S)-4-(5,5-dimethyl-2-oxo-4-phenyloxazolidin-3-yl)-2-methylbenzoic acid (0.128 g, 0.393 mmol) in DCM (2.5 mL) and the mixture was heated at 40° C. for 1 hour. The reaction mixture was concentrated to afford (S)-4-(5,5-dimethyl-2-oxo-4-phenyloxazolidin-3-yl)-2-methylbenzoyl chloride as a yellow-orange solid. The yellow-orange solid was dissolved in DCM (2.5 mL) and the solution was cooled to 0° C. 1,5-Naphthyridin-4-amine (commerci... Starting materials: S(=O)(Cl)Cl (Thionyl chloride), CC1([C@@H](N(C(O1)=O)C1=CC(=C(C(=O)O)C=C1)C)C1=CC=CC=C1)C ((S)-4-(5,5-dimethyl-2-oxo-4-phenyloxazolidin-3-yl)-2-methylbenzoic acid). Solvent: C(Cl)Cl (DCM). As a reaction SMILES: S(Cl)([Cl:3])=O.[CH3:5][C:6]1([CH3:28])[O:10][C:9](=[O:11])[N:8]([C:12]2[CH:20]=[CH:19][C:15]([C:16](O)=[O:17])=[C:14]([CH3:21])[CH:13]=2)[C@H:7]1[C:22]1[CH:27]=[CH:26][CH:25]=[CH:24][CH:23]=1>C(Cl)Cl>[CH3:5][C:6]1([CH3:28])[O:10][C:9](=[O:11])[N:8]([C:12]2[CH:20]=[CH:19][C:15]([C:16]([Cl:3])=[O:17])=[C:14]([CH3:21])[CH:13]=2)[C@H:7]1[C:22]1[CH:27]=[CH:26][CH:25]=[CH:24][CH:23]=1. Yields the product CC1([C@@H](N(C(O1)=O)C1=CC(=C(C(=O)Cl)C=C1)C)C1=CC=CC=C1)C ((S)-4-(5,5-dimethyl-2-oxo-4-phenyloxazolidin-3-yl)-2-methylbenzoyl chloride). Conditions: temperature 40 celsius. Reactants: NN (Hydrazine), N1(CCOCC1)CCCCCCCCC1=C2C(C(=O)NC2=O)=CC=C1 (8-morpholinyloctylphthalimide). Solvent: CO (methanol). The product is N1(CCOCC1)CCCCCCCCN (8-morpholinyloctylamine). As a reaction SMILES: [NH2:1]N.[N:3]1([CH2:9][CH2:10][CH2:11][CH2:12][CH2:13][CH2:14][CH2:15][CH2:16]C2C=CC=C3C(NC(=O)C=23)=O)[CH2:8][CH2:7][O:6][CH2:5][CH2:4]1>CO>[N:3]1([CH2:9][CH2:10][CH2:11][CH2:12][CH2:13][CH2:14][CH2:15][CH2:16][NH2:1])[CH2:4][CH2:5][O:6][CH2:7][CH2:8]1. Procedure: Hydrazine (aqueous solution at 35% by wt.) (0.15 ml; 1.6 mmoles) was added to 8-morpholinyloctylphthalimide (275 mg; 0.8 mmoles) in methanol (5 ml) and the resulting solution was refluxed. Reaction times and process as per Example 1. Starting materials: [Na+], [OH-], CCOC(=O)C(Cc1ccc(OCCNC(=O)c2ccc(-c3ccccc3)cc2)cc1)Oc1ccc(C(C)C)cc1. Product: CC(C)c1ccc(OC(Cc2ccc(OCCNC(=O)c3ccc(-c4ccccc4)cc3)cc2)C(=O)O)cc1. RXN SMILES: [Na+:43].[OH-:42].[c:1]1(-[c:36]2[cH:37][cH:38][cH:39][cH:40][cH:41]2)[cH:2][cH:3][c:4]([C:7](=[O:8])[NH:9][CH2:10][CH2:11][O:12][c:13]2[cH:14][cH:15][c:16]([CH2:19][CH:20]([C:21](=[O:22])[O:23][CH2:24][CH3:25])[O:26][c:27]3[cH:28][cH:29][c:30]([CH:33]([CH3:34])[CH3:35])[cH:31][cH:32]3)[cH:17][cH:18]2)[cH:5][cH:6]1>>[c:1]1(-[c:36]2[cH:37][cH:38][cH:39][cH:40][cH:41]2)[cH:2][cH:3][c:4]([C:7](=[O:8])[NH:9][CH2:10][CH2:11][O:12][c:13]2[cH:14][cH:15][c:16]([CH2:19][CH:20]([C:21](=[O:22])[OH:23])[O:26][c:27]3[cH:28][cH:29][c:30]([CH:33]([CH3:34])[CH3:35])[cH:31][cH:32]3)[cH:17][cH:18]2)[cH:5][cH:6]1. Yields the product C1(OCC2=CC=CC=C12)C1=CNC2=NC=C(C=C21)C2=CC(=C(C=C2)NC(=O)N2CCOCC2)C(N(C)C)=O (morpholine-4-carboxylic acid {4-[3-(1,3-dihydro-isobenzofuran-1-yl)-1H-pyrrolo[2,3-b]pyridin-5-yl]-2-dimethylcarbamoyl-phenyl}-amide). Run in O1CCCC1 (tetrahydrofuran), CO (methanol). Run at time 2 hour. The reactants are C1(OCC2=CC=CC=C12)C1=CN(C2=NC=C(C=C21)C2=CC(=C(C=C2)NC(=O)N2CCOCC2)C(N(C)C)=O)COC(C(C)(C)C)=O (2,2-dimethyl-propionic acid 3-(1,3-dihydro-isobenzofuran-1-yl)-5-{3-dimethylcarbamoyl-4-[(morpholine-4-carbonyl)-amino]-phenyl}-pyrrolo[2,3-b]pyridin-1-ylmethyl ester), [OH-].[Na+] (sodium hydroxide). Reported procedure: 2,2-dimethyl-propionic acid 3-(1,3-dihydro-isobenzofuran-1-yl)-5-{3-dimethylcarbamoyl-4-[(morpholine-4-carbonyl)-amino]-phenyl}-pyrrolo[2,3-b]pyridin-1-ylmethyl ester was dissolved in tetrahydrofuran. 1 M sodium hydroxide in methanol was added to the mixture, and the reaction was stirred for 2 hours at room temperature. The reaction was quenched with sodium bicarbonate solution and extracted with dichloromethane. The organic layer was dried, filtered, and concentrated. The crude material was pur... Reaction SMILES: [CH:1]1([C:10]2[C:18]3[C:13](=[N:14][CH:15]=[C:16]([C:19]4[CH:24]=[CH:23][C:22]([NH:25][C:26]([N:28]5[CH2:33][CH2:32][O:31][CH2:30][CH2:29]5)=[O:27])=[C:21]([C:34](=[O:38])[N:35]([CH3:37])[CH3:36])[CH:20]=4)[CH:17]=3)[N:12](COC(=O)C(C)(C)C)[CH:11]=2)[C:9]2[C:4](=[CH:5][CH:6]=[CH:7][CH:8]=2)[CH2:3][O:2]1.[OH-].[Na+]>O1CCCC1.CO>[CH:1]1([C:10]2[C:18]3[C:13](=[N:14][CH:15]=[C:16]([C:19]4[CH:24]=[CH:23][C:22]([NH:25][C:26]([N:28]5[CH2:29][CH2:30][O:31][CH2:32][CH2:33]5)=[O:27])=[C:21]([C:34](=[O:38])[N:35]([CH3:36])[CH3:37])[CH:20]=4)[CH:17]=3)[NH:12][CH:11]=2)[C:9]2[C:4](=[CH:5][CH:6]=[CH:7][CH:8]=2)[CH2:3][O:2]1 |f:1.2|. Solvent: C(C)OCC (diethyl ether). Reactants: N1(CCNCC1)CCC1=CC=C(C(=O)OCC)C=C1 (ethyl 4-[2-(piperazin-1-yl)-ethyl]-benzoate), C(C)O (ethanol), ligroin, C(C)O (ethanol), C1COS(=O)(=O)C1 (1,3-propanesultone). Reaction conditions: temperature 20 celsius, time 8 hour. Product: C(C)OC(=O)C1=CC=C(CCN2CCN(CC2)CCCS(=O)(=O)O)C=C1 (3-[1-(4-Ethoxycarbonylphenethyl)-piperazin-4-yl]-propanesulphonic acid). Reaction SMILES: [N:1]1([CH2:7][CH2:8][C:9]2[CH:19]=[CH:18][C:12]([C:13]([O:15][CH2:16][CH3:17])=[O:14])=[CH:11][CH:10]=2)[CH2:6][CH2:5][NH:4][CH2:3][CH2:2]1.C(O)C.[CH2:23]1[CH2:29][S:26](=[O:28])(=[O:27])[O:25][CH2:24]1>C(OCC)C>[CH2:16]([O:15][C:13]([C:12]1[CH:18]=[CH:19][C:9]([CH2:8][CH2:7][N:1]2[CH2:6][CH2:5][N:4]([CH2:24][CH2:23][CH2:29][S:26]([OH:28])(=[O:27])=[O:25])[CH2:3][CH2:2]2)=[CH:10][CH:11]=1)=[O:14])[CH3:17]. Procedure: To a solution of 10.25 g. (39 mmole) ethyl 4-[2-(piperazin-1-yl)-ethyl]-benzoate and 70 ml. anhydrous ethanol, there are added 4.76 g. (39 mmole) 1,3-propanesultone, followed by stirring at 20° C. After standing overnight, the ethanol is stripped off and the residue is treated with diethyl ether and ligroin. After suction filtration, it is recrystallised from ethanol to give 11.2 g. (75% of theory) of the desired compound; m.p. 235°-236° C. Starting materials: C(#N)C1=C(C(=C(C=C1C)C(C)NC(OC(C)(C)C)=O)OCC)C=1C=NC=C(C1)S(=O)(=O)C (tert-butyl (1-{4-cyano-2-ethoxy-5-methyl-3-[5-(methylsulfonyl)pyridin-3-yl]phenyl}ethyl)carbamate). Solvent: Cl (HCl), O1CCOCC1 (dioxane). Run at time 1 hour. Yields the product NC(C)C1=C(C(=C(C#N)C(=C1)C)C=1C=NC=C(C1)S(=O)(=O)C)OCC (4-(1-aminoethyl)-3-ethoxy-6-methyl-2-[5-(methylsulfonyl)pyridin-3-yl]benzonitrile). Yield: 149.8%. Reaction SMILES: [C:1]([C:3]1[C:8]([CH3:9])=[CH:7][C:6]([CH:10]([NH:12]C(=O)OC(C)(C)C)[CH3:11])=[C:5]([O:20][CH2:21][CH3:22])[C:4]=1[C:23]1[CH:24]=[N:25][CH:26]=[C:27]([S:29]([CH3:32])(=[O:31])=[O:30])[CH:28]=1)#[N:2]>Cl.O1CCOCC1>[NH2:12][CH:10]([C:6]1[CH:7]=[C:8]([CH3:9])[C:3]([C:1]#[N:2])=[C:4]([C:23]2[CH:24]=[N:25][CH:26]=[C:27]([S:29]([CH3:32])(=[O:31])=[O:30])[CH:28]=2)[C:5]=1[O:20][CH2:21][CH3:22])[CH3:11]. Reported procedure: The tert-butyl (1-{4-cyano-2-ethoxy-5-methyl-3-[5-(methylsulfonyl)pyridin-3-yl]phenyl}ethyl)carbamate (0.030 gm, 0.065 mmol) was dissolved in 4.0 M HCl in dioxane (2 mL) and was stirred for 1 hour. The reaction was concentrated in vacuo to give 4-(1-aminoethyl)-3-ethoxy-6-methyl-2-[5-(methylsulfonyl)pyridin-3-yl]benzonitrile as a semi-solid (0.035 g, 100%). LCMS calculated for C18H22N3O3S (M+H)+: m/z=360.1. found: 360.2.